This data is from the Open Reaction Database (ORD), a public repository of structured organic reaction records. The task is: describe an organic reaction: reactants, conditions, products, and yield The reactants are N[C@H]1[C@@H](CN(CC1)C=1C(=C(C=C(C1)C#N)NC1=NN2C(C(=N1)NCC)=NC=C2C#N)Cl)O ((+/−)-2-((3-((3R,4R)-4-amino-3-hydroxypiperidin-1-yl)-2-chloro-5-cyanophenyl)amino)-4-(ethylamino)imidazo[2,1-f][1,2,4]triazine-7-carbonitrile), NaCNBII3, C(OC)(OC)OC (trimethyl orthoformate), CC(=O)O (AcOH), O1CC(C1)=O (oxetan-3-one). The solvent is CN(C)C=O (DMF), CO (MeOH). Conditions: time 2 hour. Product: ClC1=C(C=C(C=C1N1C[C@@H]2[C@@H](CC1)N(C(O2)=O)C2COC2)C#N)NC2=NN1C(C(=N2)NCC)=NC=C1C#N ((+/−)-2-((2-chloro-5-cyano-3-((3aR,7aR)-1-(oxetan-3-yl)-2-oxohexahydrooxazolo[5,4-c]pyridin-5(2H)-yl)phenyl)amino)-4-(ethylamino)imidazo[2,1-f][1,2,4]triazine-7-carbonitrile). As a reaction SMILES: [NH2:1][C@@H:2]1[CH2:7][CH2:6][N:5]([C:8]2[C:9]([Cl:31])=[C:10]([NH:16][C:17]3[N:22]=[C:21]([NH:23][CH2:24][CH3:25])[C:20]4=[N:26][CH:27]=[C:28]([C:29]#[N:30])[N:19]4[N:18]=3)[CH:11]=[C:12]([C:14]#[N:15])[CH:13]=2)[CH2:4][C@H:3]1[OH:32].[CH:33](OC)(OC)[O:34]C.CC(O)=O.[O:44]1[CH2:47][C:46](=O)[CH2:45]1>CO.CN(C=O)C>[Cl:31][C:9]1[C:8]([N:5]2[CH2:6][CH2:7][C@H:2]3[N:1]([CH:46]4[CH2:45][O:44][CH2:47]4)[C:33](=[O:34])[O:32][C@@H:3]3[CH2:4]2)=[CH:13][C:12]([C:14]#[N:15])=[CH:11][C:10]=1[NH:16][C:17]1[N:22]=[C:21]([NH:23][CH2:24][CH3:25])[C:20]2=[N:26][CH:27]=[C:28]([C:29]#[N:30])[N:19]2[N:18]=1. Procedure details: (+/−)-2-((3-((3R,4R)-4-amino-3-hydroxypiperidin-1-yl)-2-chloro-5-cyanophenyl)amino)-4-(ethylamino)imidazo[2,1-f][1,2,4]triazine-7-carbonitrile (80 mg, 0.177 mmol) was taken up in MeOH (1.0 mL) and DMF (1.0 mL) and trimethyl orthoformate (1.464 mL, 13.25 mmol), AcOH (0.040 mL, 0.707 mmol), and oxetan-3-one (0.113 mL, 1.766 mmol) were added. The reaction was stirred at room temperature for 2 h, then NaCNBII3 (111 mg, 1.766 mmol) was added and the reaction stirred at 25° C. overnight. The reactants are [OH-].[Na+] (sodium hydroxide), C(C)N(C1=CC=C(C=C1)S(=O)(=O)N)CC (4-(diethylamino)-benzenesulfonamide), ClC1=CC=C(C=C1)N=C=O (4-chlorophenylisocyanate). The solvent is CC(=O)C (acetone), CC(=O)C (acetone). Conditions: time 15 minute. The product is ClC1=CC=C(C=C1)NC(=O)NS(=O)(=O)C1=CC=C(C=C1)N(CC)CC (N-[[(4-chlorophenyl)amino]carbonyl]-4-(diethylamino)benzenesulfonamide). Reaction SMILES: [CH2:1]([N:3]([CH2:14][CH3:15])[C:4]1[CH:9]=[CH:8][C:7]([S:10]([NH2:13])(=[O:12])=[O:11])=[CH:6][CH:5]=1)[CH3:2].[OH-].[Na+].[Cl:18][C:19]1[CH:24]=[CH:23][C:22]([N:25]=[C:26]=[O:27])=[CH:21][CH:20]=1>CC(C)=O>[Cl:18][C:19]1[CH:24]=[CH:23][C:22]([NH:25][C:26]([NH:13][S:10]([C:7]2[CH:6]=[CH:5][C:4]([N:3]([CH2:1][CH3:2])[CH2:14][CH3:15])=[CH:9][CH:8]=2)(=[O:11])=[O:12])=[O:27])=[CH:21][CH:20]=1 |f:1.2|. Procedure: This benzenesulfonamide (0.99 g, 4.3 mmoles) was dissolved in acetone (4.3 ml) to which was then added 1.0N sodium hydroxide (4.4 ml). To this mixture was added 4-chlorophenylisocyanate (0.68 g, 4.4 mmoles), dissolved in 4.3 ml of acetone. This mixture was allowed to stir at room temperature for about 15 minutes. A solid was then removed from the reaction mixture by filtration. To the filtrate was added 1.0N hydrochloric acid (4.4 ml), causing separation of a brown oil. Water (5 ml) was then add... Starting materials: C(C)(=O)N[C@@H](C(=O)OCC)CC1=CC(=CC=C1)[N+](=O)[O-] (ethyl (2R)-2-(acetylamino)-3-(3-nitrophenyl)propanoate), [BH4-].[Na+] (sodium borohydride). Solvent: C(C)O (ethanol). Conditions: time 18 hour. The product is OC[C@@H](CC1=CC(=CC=C1)[N+](=O)[O-])NC(C)=O (N-[(1R)-2-hydroxy-1-(3-nitrobenzyl)ethyl]-acetamide). Yield: 84.0%. RXN SMILES: [C:1]([NH:4][C@H:5]([CH2:11][C:12]1[CH:17]=[CH:16][CH:15]=[C:14]([N+:18]([O-:20])=[O:19])[CH:13]=1)[C:6](OCC)=[O:7])(=[O:3])[CH3:2].[BH4-].[Na+]>C(O)C>[OH:7][CH2:6][C@H:5]([NH:4][C:1](=[O:3])[CH3:2])[CH2:11][C:12]1[CH:17]=[CH:16][CH:15]=[C:14]([N+:18]([O-:20])=[O:19])[CH:13]=1 |f:1.2|. Procedure: A light suspension, under an inert atmosphere, of 1.4 g of ethyl (2R)-2-(acetylamino)-3-(3-nitrophenyl)propanoate in 13 cm3 of ethanol is cooled to a temperature of 20° C. and 0.29 g of sodium borohydride is then added thereto. The yellow solution obtained is stirred at room temperature for 18 hours. The reaction medium is then concentrated under reduced pressure (2 kPa) at a temperature in the region of 50° C., after which 10 cm3 of water are added and the mixture is extracted with twice 50 cm3... Starting materials: BrCc1ccccc1, N#Cc1cc(-c2ccc(Cl)cc2)c(-c2ccc(Cl)cc2Cl)[nH]c1=O. The product is N#Cc1cc(-c2ccc(Cl)cc2)c(-c2ccc(Cl)cc2Cl)nc1OCc1ccccc1. As a reaction SMILES: [Br:1][CH2:2][c:3]1[cH:4][cH:5][cH:6][cH:7][cH:8]1.[Cl:9][c:10]1[c:11](-[c:17]2[c:18](-[c:26]3[cH:27][cH:28][c:29]([Cl:32])[cH:30][cH:31]3)[cH:19][c:20]([C:24]#[N:25])[c:21](=[O:23])[nH:22]2)[cH:12][cH:13][c:14]([Cl:16])[cH:15]1>>[CH2:2]([c:3]1[cH:4][cH:5][cH:6][cH:7][cH:8]1)[O:23][c:21]1[c:20]([C:24]#[N:25])[cH:19][c:18](-[c:26]2[cH:27][cH:28][c:29]([Cl:32])[cH:30][cH:31]2)[c:17](-[c:11]2[c:10]([Cl:9])[cH:15][c:14]([Cl:16])[cH:13][cH:12]2)[n:22]1. Starting materials: N1=C(C=CC2=CC=CC=C12)COC=1C=C(OCC=2C=C(C(=O)OC)C=CC2)C=CC1 (methyl 3-(3-(2-quinolinylmethyloxy)phenoxymethyl)benzoate), [OH-].[Na+] (NaOH), Cl (HCl). Run in C1CCOC1 (THF), O (H2O). Reaction conditions: temperature 50 celsius. The product is N1=C(C=CC2=CC=CC=C12)COC=1C=C(OCC=2C=C(C(=O)O)C=CC2)C=CC1 (3-(3-(2-quinolinylmethyloxy)phenoxymethyl)benzoic acid). RXN SMILES: [N:1]1[C:10]2[C:5](=[CH:6][CH:7]=[CH:8][CH:9]=2)[CH:4]=[CH:3][C:2]=1[CH2:11][O:12][C:13]1[CH:14]=[C:15]([CH:28]=[CH:29][CH:30]=1)[O:16][CH2:17][C:18]1[CH:19]=[C:20]([CH:25]=[CH:26][CH:27]=1)[C:21]([O:23]C)=[O:22].[OH-].[Na+].Cl>C1COCC1.O>[N:1]1[C:10]2[C:5](=[CH:6][CH:7]=[CH:8][CH:9]=2)[CH:4]=[CH:3][C:2]=1[CH2:11][O:12][C:13]1[CH:14]=[C:15]([CH:28]=[CH:29][CH:30]=1)[O:16][CH2:17][C:18]1[CH:19]=[C:20]([CH:25]=[CH:26][CH:27]=1)[C:21]([OH:23])=[O:22] |f:1.2|. Procedure details: A mixture of 1.6 g of methyl 3-(3-(2-quinolinylmethyloxy)phenoxymethyl)benzoate and 0.5 g of NaOH in 20 ml of THF and 5 ml of H2O is heated at 50° C. overnight. The reaction mixture is acidified to pH 4 by 1N HCl solution, filtered and dried to give 3-(3-(2-quinolinylmethyloxy)phenoxymethyl)benzoic acid. (M.P. 149-151° C.) Reactants: Cc1ccccc1, CC#N, O=C(Cl)c1cccc(Cl)c1Cl, N#C[Cu]C#N. Yields the product N#CC(=O)c1cccc(Cl)c1Cl. RXN SMILES: [CH3:20][c:21]1[cH:22][cH:23][cH:24][cH:25][cH:26]1.[CH3:6][C:7]#[N:8].[Cl:9][c:10]1[c:11]([C:12](=[O:13])[Cl:14])[cH:15][cH:16][cH:17][c:18]1[Cl:19].[Cu:1]([C:2]#[N:3])[C:4]#[N:5]>>[C:4](#[N:5])[C:12]([c:11]1[c:10]([Cl:9])[c:18]([Cl:19])[cH:17][cH:16][cH:15]1)=[O:13]. Starting materials: [Br-], N#Cc1ccccn1, CC[Mg+], C1CCOC1, CC(C)[O-], CC(C)[O-], CC(C)[O-], CC(C)[O-], O, [Ti+4]. The product is NC1(c2ccccn2)CC1. As a reaction SMILES: [Br-:9].[C:1](#[N:2])[c:3]1[n:4][cH:5][cH:6][cH:7][cH:8]1.[CH2:10]([CH3:11])[Mg+:12].[CH2:14]1[O:15][CH2:16][CH2:17][CH2:18]1.[CH3:19][CH:20]([CH3:21])[O-:22].[CH3:24][CH:25]([CH3:26])[O-:27].[CH3:28][CH:29]([CH3:30])[O-:31].[CH3:32][CH:33]([CH3:34])[O-:35].[OH2:13].[Ti+4:23]>>[C:1]1([NH2:2])([c:3]2[n:4][cH:5][cH:6][cH:7][cH:8]2)[CH2:10][CH2:11]1.